This data is from the Open Reaction Database (ORD), a public repository of structured organic reaction records. The task is: describe an organic reaction: reactants, conditions, products, and yield The reactants are C(C)(=O)OC[C@H]([C@H]([C@@H](CC=O)O)OCC1=CC=CC=C1)O (6-O-acetyl-4-O-benzyl-2-deoxy-D-glucose). The reagents and catalysts are [Pd] (Pd/C). The solvent is C(C)O (ethyl alcohol). Product: C(C)(=O)OC[C@H]([C@H]([C@@H](CC=O)O)O)O (6-O-acetyl-2-deoxy-D-glucose). Isolated yield 48.0%. Reaction SMILES: [C:1]([O:4][CH2:5][C@@H:6]([OH:21])[C@@H:7]([O:13]CC1C=CC=CC=1)[C@H:8]([OH:12])[CH2:9][CH:10]=[O:11])(=[O:3])[CH3:2]>C(O)C.[Pd]>[C:1]([O:4][CH2:5][C@@H:6]([OH:21])[C@@H:7]([OH:13])[C@H:8]([OH:12])[CH2:9][CH:10]=[O:11])(=[O:3])[CH3:2]. Procedure details: Pd/C (10%, contained 50% of water) (40 mg) was added to the solution of 6-O-acetyl-4-O-benzyl-2-deoxy-D-glucose (1.15 mmol) in ethyl alcohol (50 mL). The mixture was hydrogenated using Paar apparatus (at 45 psi of H2) for 24 hr. The reaction mixture was then filtered through Celite, evaporated to dryness, and product was purified by column chromatography (SilicaGel, 60) using chloroform:methanol as eluent. (Yield 48%). Starting materials: COC(=O)C1=NN(C=N1)C(C1=CC=CC=C1)(C1=CC=CC=C1)C1=CC=CC=C1 (1-trityl-1H-[1,2,4]triazole-3-carboxylic acid methyl ester), [H-].[Al+3].[Li+].[H-].[H-].[H-] (lithium aluminum hydride), S(=O)(=O)([O-])[O-].[Mg+2] (magnesium sulfate), [OH-].[Na+] (sodium hydroxide). The solvent is O (water), O1CCCC1 (tetrahydrofuran), O1CCCC1 (tetrahydrofuran), C(C)(=O)OCC (ethyl acetate), O (water). Conditions: temperature 0 celsius, time 48 hour. The product is C(C1=CC=CC=C1)(C1=CC=CC=C1)(C1=CC=CC=C1)N1N=C(N=C1)CO ((1-trityl-1H-[1,2,4]triazol-3-yl)-methanol). Isolated yield 5.4%. RXN SMILES: C[O:2][C:3]([C:5]1[N:9]=[CH:8][N:7]([C:10]([C:23]2[CH:28]=[CH:27][CH:26]=[CH:25][CH:24]=2)([C:17]2[CH:22]=[CH:21][CH:20]=[CH:19][CH:18]=2)[C:11]2[CH:16]=[CH:15][CH:14]=[CH:13][CH:12]=2)[N:6]=1)=O.[H-].[Al+3].[Li+].[H-].[H-].[H-].[OH-].[Na+].S([O-])([O-])(=O)=O.[Mg+2]>O1CCCC1.C(OCC)(=O)C.O>[C:10]([N:7]1[CH:8]=[N:9][C:5]([CH2:3][OH:2])=[N:6]1)([C:11]1[CH:12]=[CH:13][CH:14]=[CH:15][CH:16]=1)([C:17]1[CH:22]=[CH:21][CH:20]=[CH:19][CH:18]=1)[C:23]1[CH:28]=[CH:27][CH:26]=[CH:25][CH:24]=1 |f:1.2.3.4.5.6,7.8,9.10|. Procedure details: A solution of 1-trityl-1H-[1,2,4]triazole-3-carboxylic acid methyl ester (4.7 g, 0.12 mol) in tetrahydrofuran was added dropwise to a suspension of lithium aluminum hydride (724 mg, 0.12 mol) in tetrahydrofuran (63 mL) cooled to 0° C. The reaction mixture was allowed to gradually warm to 25° C. The reaction was then stirred at 25° C. for 48 h. At this time, the reaction was cooled to 0° C. and diluted with ethyl acetate (140 mL). The reaction mixture was then consecutively treated with water (0.... Reactants: OCc1ccc(C2=NOC(c3cc(Cl)cc(Cl)c3)(C(F)(F)F)C2)cc1Cl, ClCCl, O=[Cr](=O)([O-])Cl, c1cc[nH+]cc1. Yields the product O=Cc1ccc(C2=NOC(c3cc(Cl)cc(Cl)c3)(C(F)(F)F)C2)cc1Cl. As a reaction SMILES: [Cl:1][c:2]1[cH:3][c:4]([C:10]2=[N:11][O:12][C:13]([C:15]([F:16])([F:17])[F:18])([c:19]3[cH:20][c:21]([Cl:26])[cH:22][c:23]([Cl:25])[cH:24]3)[CH2:14]2)[cH:5][cH:6][c:7]1[CH2:8][OH:9].[Cl:38][CH2:39][Cl:40].[O:27]=[Cr:28]([Cl:29])([O-:30])=[O:31].[nH+:32]1[cH:33][cH:34][cH:35][cH:36][cH:37]1>>[Cl:1][c:2]1[cH:3][c:4]([C:10]2=[N:11][O:12][C:13]([C:15]([F:16])([F:17])[F:18])([c:19]3[cH:20][c:21]([Cl:26])[cH:22][c:23]([Cl:25])[cH:24]3)[CH2:14]2)[cH:5][cH:6][c:7]1[CH:8]=[O:9]. The reactants are CCI, CN(C)C=O, CCOCC, [H-], [Na+], O, CC(C)(C)OC(=O)N1CCc2ccc(O)cc2CC1. Yields the product CCOc1ccc2c(c1)CCN(C(=O)OC(C)(C)C)CC2. RXN SMILES: [CH2:22]([CH3:23])[I:24].[CH3:25][N:26]([CH3:27])[CH:28]=[O:29].[CH3:30][CH2:31][O:32][CH2:33][CH3:34].[H-:20].[Na+:21].[OH2:35].[OH:1][c:2]1[cH:3][c:4]2[c:5]([cH:18][cH:19]1)[CH2:6][CH2:7][N:8]([C:11](=[O:12])[O:13][C:14]([CH3:15])([CH3:16])[CH3:17])[CH2:9][CH2:10]2>>[O:1]([c:2]1[cH:3][c:4]2[c:5]([cH:18][cH:19]1)[CH2:6][CH2:7][N:8]([C:11](=[O:12])[O:13][C:14]([CH3:15])([CH3:16])[CH3:17])[CH2:9][CH2:10]2)[CH2:22][CH3:23].